This data is from the Open Reaction Database (ORD), a public repository of structured organic reaction records. The task is: describe an organic reaction: reactants, conditions, products, and yield Reactants: 12, O=P12OP3(=O)OP(=O)(O1)OP(=O)(O2)O3 (P2O5), OS(=O)(=O)O (H2SO4). Solvent: O (water). Product: P(O)(O)(O)=O (phosphoric acid), O=P12OP3(=O)OP(=O)(O1)OP(=O)(O2)O3 (P2O5), 29.4. As a reaction SMILES: [O:1]=[P:2]12[O:13][P:11]3([O:14][P:4]([O:6][P:7]([O:10]3)([O:9]1)=[O:8])(=[O:5])[O:3]2)=[O:12].OS(O)(=O)=O>O>[P:2](=[O:1])([OH:13])([OH:9])[OH:3].[O:5]=[P:4]12[O:3][P:2]3([O:9][P:7]([O:10][P:11]([O:13]3)([O:14]1)=[O:12])(=[O:8])[O:6]2)=[O:1]. Reported procedure: Method presented in this example is effected in an identical system as the method described in the second example the only differences being that to the filter cloth washing zone 6 there are supplied in parallel current water of a temperature of 65 degrees Centrigrade in the amount of 40 cu. m. per hour, together with sulphuric acid of a concentration of H2SO4 equal to 65 percent by weight in the amount of 8 cu. m. per hour. The solution R obtained in this zone containing 0.1 percent by weight o... The reactants are CP(C)C.O1CCCC1 (trimethylphosphine tetrahydrofuran), N(=[N+]=[N-])CCOC(=O)[C@]1([C@@H]2C[C@H]([C@]([C@H]12)(C(=O)O)N)OCC1=CC(=C(C=C1)Cl)Cl)F ((1R,2R,3R,5R,6R)-2-amino-3-(3,4-dichlorobenzyloxy)-6-fluorobicyclo[3.1.0]hexane-2,6-dicarboxylic acid 6-(2-azidoethyl) ester). The solvent is O1CCCC1 (tetrahydrofuran), O (water). Run at time 13 hour. The product is NCCOC(=O)[C@]1([C@@H]2C[C@H]([C@]([C@H]12)(C(=O)O)N)OCC1=CC(=C(C=C1)Cl)Cl)F ((1R,2R,3R,5R,6R)-2-amino-3-(3,4-dichlorobenzyloxy)-6-fluorobicyclo[3.1.0]hexane-2,6-dicarboxylic acid 6-(2-aminoethyl) ester). Isolated yield 35.4%. RXN SMILES: CP(C)C.O1CCCC1.[N:10]([CH2:13][CH2:14][O:15][C:16]([C@:18]1([F:38])[C@@H:23]2[C@H:19]1[CH2:20][C@@H:21]([O:28][CH2:29][C:30]1[CH:35]=[CH:34][C:33]([Cl:36])=[C:32]([Cl:37])[CH:31]=1)[C@@:22]2([NH2:27])[C:24]([OH:26])=[O:25])=[O:17])=[N+]=[N-]>O1CCCC1.O>[NH2:10][CH2:13][CH2:14][O:15][C:16]([C@:18]1([F:38])[C@@H:23]2[C@H:19]1[CH2:20][C@@H:21]([O:28][CH2:29][C:30]1[CH:35]=[CH:34][C:33]([Cl:36])=[C:32]([Cl:37])[CH:31]=1)[C@@:22]2([NH2:27])[C:24]([OH:26])=[O:25])=[O:17] |f:0.1|. Reported procedure: 20 μL of a 1M trimethylphosphine/tetrahydrofuran solution was added to 6 mg of (1R,2R,3R,5R,6R)-2-amino-3-(3,4-dichlorobenzyloxy)-6-fluorobicyclo[3.1.0]hexane-2,6-dicarboxylic acid 6-(2-azidoethyl) ester dissolved in a mixture of 0.15 mL of tetrahydrofuran and 0.02 mL of water at room temperature, and the mixture was stirred for 13 hours. After the solvent was distilled under reduced pressure, the residue was purified by reverse phase column chromatography (Wako gel 50C18 (made by Wako Pure Chem...